Dataset: the Open Reaction Database (ORD), a public repository of structured organic reaction records. Task: describe an organic reaction: reactants, conditions, products, and yield Starting materials: C(C)OC(\C=C/C=C(C1=CC=CC=C1)C1=CC=CC=C1)=O ((Z)-5,5-diphenyl-2,4-pentadieneoic acid ethyl ester), [OH-].[K+] (potassium hydroxide). The solvent is CO (methanol). Product: C1(=CC=CC=C1)C(=C\C=C/C(=O)O)C1=CC=CC=C1 ((Z)-5,5-diphenyl-2,4-pentadienoic acid). The yield is 96.9%. RXN SMILES: C([O:3][C:4](=[O:21])/[CH:5]=[CH:6]\[CH:7]=[C:8]([C:15]1[CH:20]=[CH:19][CH:18]=[CH:17][CH:16]=1)[C:9]1[CH:14]=[CH:13][CH:12]=[CH:11][CH:10]=1)C.[OH-].[K+]>CO>[C:9]1([C:8]([C:15]2[CH:20]=[CH:19][CH:18]=[CH:17][CH:16]=2)=[CH:7]/[CH:6]=[CH:5]\[C:4]([OH:21])=[O:3])[CH:10]=[CH:11][CH:12]=[CH:13][CH:14]=1 |f:1.2|. Procedure details: A solution of (Z)-5,5-diphenyl-2,4-pentadieneoic acid ethyl ester (3.5 g) in methanol (20 mL) was treated with a 4N potassium hydroxide solution (5 mL) and the mixture was stirred at reflux for 30 minutes. Most of the methanol was removed under reduced pressure. Then the residual solution was poured over ice containing 3N hydrochloric acid (10 mL). The resulting solid was collected by filtration washed with water, dried and crystallized from dichloromethane-hexane to furnish 3.05 g of (Z)-5,5-di... Reactants: Cl.NCC(=O)C1=CC=C(C=C1)C(=O)OCC (2-amino-4′-ethoxycarbonylacetophenone hydrochloride), C(CC)OC1=CC=C(C=C1)C1=CC=C(C(=O)O)C=C1 (4-(4-propoxyphenyl)benzoic acid), ON1N=NC2=C1C=CC=C2 (1-hydroxybenzotriazole), Cl.C(C)N=C=NCCCN(C)C (1-ethyl-3-(3′-dimethylaminopropyl)carbodiimide hydrochloride). Solvent: C(C)N(CC)CC (triethylamine), ClCCl (dichloromethane), O (water). Reaction conditions: time 5 hour. Product: C(CC)OC1=CC=C(C=C1)C1=CC=C(C(=O)NCC(=O)C2=CC=C(C=C2)C(=O)OCC)C=C1 (2-[4-(4-propoxyphenyl)benzoylamino]-4′-ethoxycarbonylacetophenone). The yield is 58.3%. RXN SMILES: Cl.[NH2:2][CH2:3][C:4]([C:6]1[CH:11]=[CH:10][C:9]([C:12]([O:14][CH2:15][CH3:16])=[O:13])=[CH:8][CH:7]=1)=[O:5].[CH2:17]([O:20][C:21]1[CH:26]=[CH:25][C:24]([C:27]2[CH:35]=[CH:34][C:30]([C:31](O)=[O:32])=[CH:29][CH:28]=2)=[CH:23][CH:22]=1)[CH2:18][CH3:19].ON1C2C=CC=CC=2N=N1.Cl.C(N=C=NCCCN(C)C)C>C(N(CC)CC)C.ClCCl.O>[CH2:17]([O:20][C:21]1[CH:26]=[CH:25][C:24]([C:27]2[CH:35]=[CH:34][C:30]([C:31]([NH:2][CH2:3][C:4]([C:6]3[CH:11]=[CH:10][C:9]([C:12]([O:14][CH2:15][CH3:16])=[O:13])=[CH:8][CH:7]=3)=[O:5])=[O:32])=[CH:29][CH:28]=2)=[CH:23][CH:22]=1)[CH2:18][CH3:19] |f:0.1,4.5|. Procedure details: To a solution of 2-amino-4′-ethoxycarbonylacetophenone hydrochloride (700 mg), 4-(4-propoxyphenyl)benzoic acid (866 mg) and 1-hydroxybenzotriazole (456.5 mg) in triethylamine (0.47 ml) and dichloromethane (7 ml) was added 1-ethyl-3-(3′-dimethylaminopropyl)carbodiimide hydrochloride (WSC.HCl) (648 mg), and stirred for 5 hours at ambient temperature. To the reaction mixture was added water (100 ml), and extracted with dichloromethane. The organic layer was washed with 1N hydrochloric acid, water, ... The reactants are F (hydrogen fluoride), NC=1C(=NC=C(C1)Cl)Cl (3-amino-2,5-dichloropyridine), N(=O)[N+](=O)[O-] (dinitrogen trioxide). Solvent: CS(=O)C (dimethyl sulfoxide). Product: ClC1=NC=C(C=C1F)Cl (2,5-dichloro-3-fluoropyridine). The yield is 92.1%. As a reaction SMILES: [FH:1].N[C:3]1[C:4]([Cl:10])=[N:5][CH:6]=[C:7]([Cl:9])[CH:8]=1.N([N+]([O-])=O)=O>CS(C)=O>[Cl:10][C:4]1[C:3]([F:1])=[CH:8][C:7]([Cl:9])=[CH:6][N:5]=1. Procedure: A 500 ml polytetrafluoroethylene reactor equipped with stirrer, thermometer and reflux condenser is charged with 120 g of hydrogen fluoride. A solution of 40.7 g (0.25 mol) of 3-amino-2,5-dichloropyridine in 60 ml of dimethyl sulfoxide is added dropwise at a temperature in the range from 0° C. to +10° C. Over 11/2 hours, 24.7 g (0.325 mol) of dinitrogen trioxide are introduced into this solution at a temperature in the range from +°50 C. to 60° C. The resultant nitrogen is removed from the react... Reactants: ClC1=C(C(=CC=C1)F)C=1NC(N(N1)C1=CC=C(C=C1)C#C)=O (5-(2-chloro-6-fluorophenyl)-2-(4-ethynylphenyl)-2,4-dihydro-3H-1,2,4-triazol-3-one), ClC1=CC(=C(C=C1)I)F (4-chloro-2-fluoro-1-iodobenzene), CCCC[N+](CCCC)(CCCC)CCCC.[F-] (TBAF). The reagents and catalysts are Cl[Pd]([P](C1=CC=CC=C1)(C2=CC=CC=C2)C3=CC=CC=C3)([P](C4=CC=CC=C4)(C5=CC=CC=C5)C6=CC=CC=C6)Cl (bis(triphenylphosphine)palladium(II) chloride). Solvent: CS(=O)C (DMSO). The product is ClC1=C(C(=CC=C1)F)C=1NC(N(N1)C1=CC=C(C=C1)C#CC1=C(C=C(C=C1)Cl)F)=O (5-(2-Chloro-6-fluorophenyl)-2-{4-[(4-chloro-2-fluorophenyl)ethynyl]pheny}-2,4-dihydro-3H-1,2,4-triazol-3-one). Yield: 31.9%. Reaction SMILES: [Cl:1][C:2]1[CH:7]=[CH:6][CH:5]=[C:4]([F:8])[C:3]=1[C:9]1[NH:10][C:11](=[O:22])[N:12]([C:14]2[CH:19]=[CH:18][C:17]([C:20]#[CH:21])=[CH:16][CH:15]=2)[N:13]=1.[Cl:23][C:24]1[CH:29]=[CH:28][C:27](I)=[C:26]([F:31])[CH:25]=1.CCCC[N+](CCCC)(CCCC)CCCC.[F-]>Cl[Pd](Cl)([P](C1C=CC=CC=1)(C1C=CC=CC=1)C1C=CC=CC=1)[P](C1C=CC=CC=1)(C1C=CC=CC=1)C1C=CC=CC=1.CS(C)=O>[Cl:1][C:2]1[CH:7]=[CH:6][CH:5]=[C:4]([F:8])[C:3]=1[C:9]1[NH:10][C:11](=[O:22])[N:12]([C:14]2[CH:19]=[CH:18][C:17]([C:20]#[C:21][C:27]3[CH:28]=[CH:29][C:24]([Cl:23])=[CH:25][C:26]=3[F:31])=[CH:16][CH:15]=2)[N:13]=1 |f:2.3,^1:52,71|. Procedure details: The title compound was prepared according to the procedure described in Example-3 using 5-(2-chloro-6-fluorophenyl)-2-(4-ethynylphenyl)-2,4-dihydro-3H-1,2,4-triazol-3-one (Intermediate-2, 0.100 g, 0.319 mmol), 4-chloro-2-fluoro-1-iodobenzene (0.123 g, 0.479 mmol), TBAF (0.201 g, 0.638 mmol), bis(triphenylphosphine)palladium(II) chloride (0.020 g, 0.028 mmol) and DMSO (3.0 ml). The obtained crude product was purified with column chromatography on silica gel eluting with 1.0% MeOH:DCM to afford 0....